From a dataset of the Open Reaction Database (ORD), a public repository of structured organic reaction records. describe an organic reaction: reactants, conditions, products, and yield The reactants are [BH4-], CCN(CC)C(=O)C(c1ccccc1)N1CCN(c2ccc(C=O)cc2F)CC1, CCO, [Na+]. Yields the product CCN(CC)C(=O)C(c1ccccc1)N1CCN(c2ccc(CO)cc2F)CC1. RXN SMILES: [BH4-:30].[CH2:1]([CH3:2])[N:3]([C:4]([CH:5]([c:6]1[cH:7][cH:8][cH:9][cH:10][cH:11]1)[N:12]1[CH2:13][CH2:14][N:15]([c:18]2[c:19]([F:26])[cH:20][c:21]([CH:24]=[O:25])[cH:22][cH:23]2)[CH2:16][CH2:17]1)=[O:27])[CH2:28][CH3:29].[CH3:32][CH2:33][OH:34].[Na+:31]>>[CH2:1]([CH3:2])[N:3]([C:4]([CH:5]([c:6]1[cH:7][cH:8][cH:9][cH:10][cH:11]1)[N:12]1[CH2:13][CH2:14][N:15]([c:18]2[c:19]([F:26])[cH:20][c:21]([CH2:24][OH:25])[cH:22][cH:23]2)[CH2:16][CH2:17]1)=[O:27])[CH2:28][CH3:29]. The reactants are S(O)(O)(=O)=O (sulfuric acid), ethyl 3-methyl, C(C)(C)(C)C1=CC=C(C=C1)C1(C(=O)[O-])CO1 (4-t-butylphenyl-glycidate), C(C)(C)OC(C)C (isopropyl ether). Solvent: O (water). Product: OC(C(=O)OCC)C(=C)C1=CC=C(C=C1)C(C)(C)C (ethyl 2-hydroxy-3-(4-t-butylphenyl)-3-butenoate). As a reaction SMILES: [C:1]([C:5]1[CH:10]=[CH:9][C:8]([C:11]2([O:16][CH2:15]2)[C:12]([O-])=O)=[CH:7][CH:6]=1)([CH3:4])([CH3:3])[CH3:2].[CH:17]([O:20][CH:21](C)C)(C)[CH3:18].S(=O)(=O)(O)[OH:25]>O>[OH:16][CH:15]([C:11]([C:8]1[CH:7]=[CH:6][C:5]([C:1]([CH3:2])([CH3:3])[CH3:4])=[CH:10][CH:9]=1)=[CH2:12])[C:21]([O:20][CH2:17][CH3:18])=[O:25]. Procedure: 12.4 Grams of the ethyl 3-methyl-3-(4-t-butylphenyl-glycidate was dissolved in 60 ml. of dry isopropyl ether. Into this solution, 0.3 g. of sulfuric acid was dropped with ice-cooling, and the resulting mixture was reacted at room temperature for 1 hour. Thereafter, the reaction liquid was poured into water, and then extracted with ether. The ether layer was washed with water and with a saturated aqueous sodium chloride solution in this order, and then dried over anhydrous magnesium sulfate. Subs... Reactants: C1(CCCC1)N (cyclopentylamine), C(C(=C)C)(=O)OC (methyl methacrylate). Solvent: CO (methanol). Yields the product COC(C(CNC1CCCC1)C)=O ((rac)-3-cyclopentylamino-2-methyl-propanoic acid methyl ester). The yield is 82.7%. Reaction SMILES: [CH:1]1([NH2:6])[CH2:5][CH2:4][CH2:3][CH2:2]1.[C:7]([O:12][CH3:13])(=[O:11])[C:8]([CH3:10])=[CH2:9]>CO>[CH3:13][O:12][C:7](=[O:11])[CH:8]([CH3:10])[CH2:9][NH:6][CH:1]1[CH2:5][CH2:4][CH2:3][CH2:2]1. Reported procedure: A mixture of 42.575 g (0.50 mole) of cyclopentylamine (Aldrich), 60.072 g (0.60 mole) of methyl methacrylate (Aldrich) and 250 mL of methanol was heated at reflux under an argon atmosphere for 29 hours, then ca 250 mL of solvent was distilled out at atmospheric pressure. The residue was distilled under vacuum (11 mm Hg, bp 114-116 degrees) to give 76.570 g (82%) of (rac)-3-cyclopentylamino-2-methyl-propanoic acid methyl ester. Reactants: CC(=O)OCC(F)=CC1(c2ccc(F)cc2)CC1, Fc1ccc(Br)cc1Oc1ccccc1, [Mg], C1CCOC1. Product: FC(=CC1(c2ccc(F)cc2)CC1)Cc1ccc(F)c(Oc2ccccc2)c1. RXN SMILES: [C:17]([O:18][CH2:21][C:22](=[CH:23][C:24]1([c:27]2[cH:28][cH:29][c:30]([F:33])[cH:31][cH:32]2)[CH2:25][CH2:26]1)[F:34])(=[O:19])[CH3:20].[F:1][c:2]1[c:3]([O:9][c:10]2[cH:11][cH:12][cH:13][cH:14][cH:15]2)[cH:4][c:5]([Br:8])[cH:6][cH:7]1.[Mg:16].[O:35]1[CH2:36][CH2:37][CH2:38][CH2:39]1>>[F:1][c:2]1[c:3]([O:9][c:10]2[cH:11][cH:12][cH:13][cH:14][cH:15]2)[cH:4][c:5]([CH2:21][C:22](=[CH:23][C:24]2([c:27]3[cH:28][cH:29][c:30]([F:33])[cH:31][cH:32]3)[CH2:25][CH2:26]2)[F:34])[cH:6][cH:7]1. Reactants: CN(C)C=O, COC(CCC(C)CO)C(C)C, O=S(Cl)Cl, c1ccccc1. Yields the product COC(CCC(C)CCl)C(C)C. As a reaction SMILES: [CH3:23][N:24]([CH3:25])[CH:26]=[O:27].[OH:1][CH2:2][CH:3]([CH2:4][CH2:5][CH:6]([CH:7]([CH3:8])[CH3:9])[O:10][CH3:11])[CH3:12].[S:13]([Cl:14])([Cl:15])=[O:16].[cH:17]1[cH:18][cH:19][cH:20][cH:21][cH:22]1>>[CH2:2]([CH:3]([CH2:4][CH2:5][CH:6]([CH:7]([CH3:8])[CH3:9])[O:10][CH3:11])[CH3:12])[Cl:15]. The reactants are BrC=1C=C(C(=NC1)OC)NC(C)=O (N-(5-bromo-2-methoxy-pyridin-3-yl)-acetamide), [H-].[Na+] (NaH), oil, CI (MeI). Solvent: CN(C)C=O (DMF). Run at time 10 minute. Product: BrC=1C=C(C(=NC1)OC)N(C(C)=O)C (N-(5-Bromo-2-methoxy-pyridin-3-yl)-N-methyl-acetamide). RXN SMILES: [Br:1][C:2]1[CH:3]=[C:4]([NH:10][C:11](=[O:13])[CH3:12])[C:5]([O:8][CH3:9])=[N:6][CH:7]=1.[H-].[Na+].[CH3:16]I>CN(C=O)C>[Br:1][C:2]1[CH:3]=[C:4]([N:10]([CH3:16])[C:11](=[O:13])[CH3:12])[C:5]([O:8][CH3:9])=[N:6][CH:7]=1 |f:1.2|. Procedure details: To N-(5-bromo-2-methoxy-pyridin-3-yl)-acetamide (Stage 62.1.3, 100 mg, 0.408 mmol) DMF (1 ml) was added NaH 55% in oil (19.6 mg, 0.45 mmol). The reaction mixture was stirred for 10 min at rt then was added MeI (0.031 ml, 0.49 mmol). The reaction mixture was stirred for 1 h at rt then quenched with brine and extracted with EtOAc (2×). The organic layers are washed with brine (3×), dried over Na2SO4, filtered and evaporated. The crude product was purified by Prep.HPLC. The fractions containing the... Starting materials: COc1cc(Cl)c(-c2nc(-c3nc(C)nn3C(C)C)cn2CCO)cn1, [H-], [Na+], CN(C)C=O, O. The product is COc1cc2c(cn1)-c1nc(-c3nc(C)nn3C(C)C)cn1CCO2. As a reaction SMILES: [Cl:1][c:2]1[c:3](-[c:10]2[n:11]([CH2:24][CH2:25][OH:26])[cH:12][c:13](-[c:15]3[n:16]([CH:21]([CH3:22])[CH3:23])[n:17][c:18]([CH3:20])[n:19]3)[n:14]2)[cH:4][n:5][c:6]([O:8][CH3:9])[cH:7]1.[H-:27].[Na+:28].[O:30]=[CH:31][N:32]([CH3:33])[CH3:34].[OH2:29]>>[c:2]12[c:3]([cH:4][n:5][c:6]([O:8][CH3:9])[cH:7]1)-[c:10]1[n:11]([cH:12][c:13](-[c:15]3[n:16]([CH:21]([CH3:22])[CH3:23])[n:17][c:18]([CH3:20])[n:19]3)[n:14]1)[CH2:24][CH2:25][O:26]2.